Dataset: the Open Reaction Database (ORD), a public repository of structured organic reaction records. Task: describe an organic reaction: reactants, conditions, products, and yield Starting materials: ClCCCl, CC1CNC(c2ccccc2)c2ccccc21, CCN(C(C)C)C(C)C, ClCCl, O=C(O)CCC(=O)NCc1cccc(C(F)(F)F)c1, On1nnc2ccccc21. The product is CC1CN(C(=O)CCC(=O)NCc2cccc(C(F)(F)F)c2)C(c2ccccc2)c2ccccc21. RXN SMILES: [CH2:1]([Cl:2])[CH2:3][Cl:4].[CH3:43][CH:44]1[CH2:45][NH:46][CH:47]([c:54]2[cH:55][cH:56][cH:57][cH:58][cH:59]2)[c:48]2[cH:49][cH:50][cH:51][cH:52][c:53]21.[CH:5]([N:6]([CH2:7][CH3:8])[CH:9]([CH3:10])[CH3:11])([CH3:12])[CH3:13].[Cl:60][CH2:61][Cl:62].[O:24]=[C:25]([CH2:26][CH2:27][C:28](=[O:29])[OH:30])[NH:31][CH2:32][c:33]1[cH:34][c:35]([C:39]([F:40])([F:41])[F:42])[cH:36][cH:37][cH:38]1.[OH:14][n:15]1[c:16]2[c:17]([cH:18][cH:19][cH:20][cH:21]2)[n:22][n:23]1>>[O:24]=[C:25]([CH2:26][CH2:27][C:28](=[O:30])[N:46]1[CH2:45][CH:44]([CH3:43])[c:53]2[c:48]([cH:49][cH:50][cH:51][cH:52]2)[CH:47]1[c:54]1[cH:55][cH:56][cH:57][cH:58][cH:59]1)[NH:31][CH2:32][c:33]1[cH:34][c:35]([C:39]([F:40])([F:41])[F:42])[cH:36][cH:37][cH:38]1. Starting materials: ClCCl, Oc1ccc(F)c(F)c1, [Mg+2], [NH4+], [Ni+], O=S(=O)([O-])[O-], O=[N+]([O-])O, O=S(=O)([O-])[O-]. Product: O=[N+]([O-])c1cc(F)c(F)cc1O. Reaction SMILES: [Cl:20][CH2:21][Cl:22].[F:1][c:2]1[cH:3][c:4]([OH:9])[cH:5][cH:6][c:7]1[F:8].[Mg+2:14].[NH4+:29].[Ni+:28].[O-:15][S:16](=[O:17])(=[O:18])[O-:19].[OH:10][N+:11]([O-:12])=[O:13].[S:23]([O-:24])([O-:25])(=[O:26])=[O:27]>>[F:1][c:2]1[cH:3][c:4]([OH:9])[c:5]([N+:11](=[O:10])[O-:12])[cH:6][c:7]1[F:8].